This data is from the Open Reaction Database (ORD), a public repository of structured organic reaction records. The task is: describe an organic reaction: reactants, conditions, products, and yield The reactants are COC(CN1C(NC2=CC=CC=C2C1=O)=O)=O ((2,4-dioxo-1,4-dihydro-2H-quinazolin-3-yl)-acetic acid methyl ester), C(=O)([O-])[O-].[K+].[K+] (K2CO3), BrCC(=O)NC1=C(C=C(C(=C1)Cl)OC)OC (2-Bromo-N-(5-chloro-2,4-dimethoxy-phenyl)-acetamide), BrCC(=O)NC1=C(C=C(C(=C1)Cl)OC)OC (2-Bromo-N-(5-chloro-2,4-dimethoxy-phenyl)-acetamide). The solvent is CN(C)C=O (DMF), O (water). Conditions: time 8 hour. The product is COC(CN1C(N(C2=CC=CC=C2C1=O)CC(NC1=C(C=C(C(=C1)Cl)OC)OC)=O)=O)=O ({1-[(5-Chloro-2,4-dimethoxy-phenylcarbamoyl)-methyl]-2,4-dioxo-1,4-dihydro-2H-quinazolin-3-yl}-acetic acid methyl ester). As a reaction SMILES: [CH3:1][O:2][C:3](=[O:17])[CH2:4][N:5]1[C:14](=[O:15])[C:13]2[C:8](=[CH:9][CH:10]=[CH:11][CH:12]=2)[NH:7][C:6]1=[O:16].C([O-])([O-])=O.[K+].[K+].Br[CH2:25][C:26]([NH:28][C:29]1[CH:34]=[C:33]([Cl:35])[C:32]([O:36][CH3:37])=[CH:31][C:30]=1[O:38][CH3:39])=[O:27]>CN(C=O)C.O>[CH3:1][O:2][C:3](=[O:17])[CH2:4][N:5]1[C:14](=[O:15])[C:13]2[C:8](=[CH:9][CH:10]=[CH:11][CH:12]=2)[N:7]([CH2:25][C:26](=[O:27])[NH:28][C:29]2[CH:34]=[C:33]([Cl:35])[C:32]([O:36][CH3:37])=[CH:31][C:30]=2[O:38][CH3:39])[C:6]1=[O:16] |f:1.2.3|. Procedure: A mixture of (2,4-dioxo-1,4-dihydro-2H-quinazolin-3-yl)-acetic acid methyl ester (1 g, 4.27 mmol), K2CO3 (910 mg, 6.404 mmol) and 2-bromo-N-(5-chloro-2,4-dimethoxy-phenyl)-acetamide (Intermediate C) (1.42 g, 4.697 mmol) in dry DMF (6 ml) is left to stir at RT overnight. The reaction mixture is diluted with water resulting in a cream precipitate which is filtered, washed with water and dried under vacuum to give the title compound as a pale yellow solid [M+H]+ 462. Reactants: solution, C(CCC)[Li] (n-butyllithium), [Br-].OC1=C(C[P+](C2=CC=CC=C2)(C2=CC=CC=C2)C2=CC=CC=C2)C=CC=C1 ((2-hydroxybenzyl)triphenylphosphonium bromide), C(C)OC(CC1(CC1)CCC(CC1=CC=C(C(=O)OC)C=C1)C=O)=O (methyl 4-{4-[1-(2-ethoxy-2-oxoethyl)cyclopropyl]-2-formylbutyl}benzoate), [Cl-].[NH4+] (ammonium chloride). Solvent: CCCCCC (hexane), C1CCOC1 (THF). Reaction conditions: time 45 minute. The product is C(C)OC(CC1(CC1)CCC(CC1=CC=C(C(=O)OC)C=C1)\C=C\C1=C(C=CC=C1)O)=O (Methyl 4-[(3E)-2-{2-[1-(2-ethoxy-2-oxoethyl)cyclopropyl]ethyl}-4-(2-hydroxyphenyl)but-3-en-1-yl]benzoate). Reaction SMILES: C([Li])CCC.[Br-].[OH:7][C:8]1[CH:33]=[CH:32][CH:31]=[CH:30][C:9]=1[CH2:10][P+](C1C=CC=CC=1)(C1C=CC=CC=1)C1C=CC=CC=1.[CH2:34]([O:36][C:37](=[O:58])[CH2:38][C:39]1([CH2:42][CH2:43][CH:44]([CH:56]=O)[CH2:45][C:46]2[CH:55]=[CH:54][C:49]([C:50]([O:52][CH3:53])=[O:51])=[CH:48][CH:47]=2)[CH2:41][CH2:40]1)[CH3:35].[Cl-].[NH4+]>CCCCCC.C1COCC1>[CH2:34]([O:36][C:37](=[O:58])[CH2:38][C:39]1([CH2:42][CH2:43][CH:44](/[CH:56]=[CH:10]/[C:9]2[CH:30]=[CH:31][CH:32]=[CH:33][C:8]=2[OH:7])[CH2:45][C:46]2[CH:55]=[CH:54][C:49]([C:50]([O:52][CH3:53])=[O:51])=[CH:48][CH:47]=2)[CH2:41][CH2:40]1)[CH3:35] |f:1.2,4.5|. Reported procedure: At 0° C., 4.11 ml (10.26 mmol) of a 2.5 M solution of n-butyllithium in hexane are added slowly to a solution of 2.471 g (5.5 mmol) of (2-hydroxybenzyl)triphenylphosphonium bromide in 25 ml of anhydrous THF, and the mixture is stirred for 45 min. At this temperature, 1.27 g (3.67 mmol) of methyl 4-{4-[1-(2-ethoxy-2-oxoethyl)cyclopropyl]-2-formylbutyl}benzoate are then metered in slowly, and the mixture is stirred at 0° C. for two hours. After complete conversion, saturated ammonium chloride solu... Reactants: CC(\C=C\CCCCC)=O (trans-3-nonen-2-one), C(C)(=O)OCC (ethyl acetate), Cl (hydrochloric acid), Br[Zn]CC(=O)OCC (BrZnCH2COOEt). Run in C1CCOC1 (THF), C1CCOC1 (THF), C1CCOC1 (THF). Yields the product OC(CC(=O)OCC)(\C=C\C)CCCCC (ethyl(4E)-3-hydroxy-3-pentylhex-4-enoate). The yield is 99.0%. As a reaction SMILES: Br[Zn][CH2:3][C:4]([O:6][CH2:7][CH3:8])=[O:5].[CH3:9][C:10](=O)/[CH:11]=[CH:12]/[CH2:13][CH2:14][CH2:15][CH2:16][CH3:17].Cl.C(OCC)(=[O:22])C>C1COCC1>[OH:22][C:12]([CH2:13][CH2:14][CH2:15][CH2:16][CH3:17])(/[CH:11]=[CH:10]/[CH3:9])[CH2:3][C:4]([O:6][CH2:7][CH3:8])=[O:5]. Procedure details: Under nitrogen atmosphere, 15 mL of. THF was added to 3.05 g (5 mmol, 1.0 equivalent) of (BrZnCH2COOEt.THF)2. Under argon atmosphere, a solution of 0.70 g (5 mmol) of trans-3-nonen-2-one in 2.5 mL of THF was added dropwise while stirring at 0˜5° C. The mixture was stirred at 20˜25° C. for 3 hours. 8.5 mL of 1N hydrochloric acid was added dropwise at 20° C. or lower, followed by dilution with 25 mL of ethyl acetate. Then, the layers were separated. The organic layer was washed successively with 5... The reactants are Cl (hydrochloric acid), C(C)(C)(C)OC(=O)N1CCC2(CCN(C2=O)C2=C(C=C(C=C2)C2CCC(CC2)N2[C@@H](CCC2)C)F)CC1 (2-{2-fluoro-4-[4-((R)-2-methyl-pyrrolidin-1-yl)-cyclohexyl]-phenyl}-1-oxo-2,8-diaza-spiro[4.5]decane-8-carboxylic acid tert-butyl ester). Run in O1CCOCC1 (dioxane). Yields the product Cl.FC1=C(C=CC(=C1)C1CCC(CC1)N1[C@@H](CCC1)C)N1C(C2(CC1)CCNCC2)=O (2-{2-Fluoro-4-[4-((R)-2-methyl-pyrrolidin-1-yl)-cyclohexyl]-phenyl}-2,8-diaza-spiro[4.5]decan-1-one hydrochloride). RXN SMILES: [ClH:1].C(OC([N:9]1[CH2:38][CH2:37][C:12]2([C:16](=[O:17])[N:15]([C:18]3[CH:23]=[CH:22][C:21]([CH:24]4[CH2:29][CH2:28][CH:27]([N:30]5[CH2:34][CH2:33][CH2:32][C@H:31]5[CH3:35])[CH2:26][CH2:25]4)=[CH:20][C:19]=3[F:36])[CH2:14][CH2:13]2)[CH2:11][CH2:10]1)=O)(C)(C)C>O1CCOCC1>[ClH:1].[F:36][C:19]1[CH:20]=[C:21]([CH:24]2[CH2:29][CH2:28][CH:27]([N:30]3[CH2:34][CH2:33][CH2:32][C@H:31]3[CH3:35])[CH2:26][CH2:25]2)[CH:22]=[CH:23][C:18]=1[N:15]1[CH2:14][CH2:13][C:12]2([CH2:11][CH2:10][NH:9][CH2:38][CH2:37]2)[C:16]1=[O:17] |f:3.4|. Procedure: The title compound was prepared in the same manner as Example 17 by using hydrochloric acid in dioxane to hydrolyze 2-{2-fluoro-4-[4-((R)-2-methyl-pyrrolidin-1-yl)-cyclohexyl]-phenyl}-1-oxo-2,8-diaza-spiro[4.5]decane-8-carboxylic acid tert-butyl ester.